From a dataset of the Open Reaction Database (ORD), a public repository of structured organic reaction records. describe an organic reaction: reactants, conditions, products, and yield The reactants are CCCCOC(=O)CCCCC(=O)OCCC(C)O, CC(O)CCO, CCCCO, O=C(O)CCCCC(=O)O. Yields the product CCCCOC(=O)CCCCC(=O)OCCCC, CC(O)CCO. As a reaction SMILES: [CH2:1]([CH2:2][CH2:3][CH3:4])[O:5][C:6]([CH2:7][CH2:8][CH2:9][CH2:10][C:11](=[O:12])[O:13][CH2:14][CH2:15][CH:16]([OH:17])[CH3:18])=[O:19].[CH2:30]([CH2:31][CH:32]([CH3:33])[OH:34])[OH:35].[CH2:36]([OH:37])[CH2:38][CH2:39][CH3:40].[OH:20][C:21]([CH2:22][CH2:23][CH2:24][CH2:25][C:26](=[O:27])[OH:28])=[O:29]>>[CH2:1]([CH2:2][CH2:3][CH3:4])[O:5][C:6]([CH2:7][CH2:8][CH2:9][CH2:10][C:11](=[O:12])[O:13][CH2:14][CH2:15][CH2:16][CH3:18])=[O:19].[CH2:30]([CH2:31][CH:32]([CH3:33])[OH:34])[OH:35]. Reactants: N1=CC=C(C=C1)C1=NC(=NC=C1)NC1=CC=C(C=C1)NC(C)=O (N-[4-[[4-(4-pyridinyl)-2-pyrimidinyl]amino]phenyl]acetamide), Cl (hydrochloric acid). Solvent: O (water). Product: Cl.N1=CC=C(C=C1)C1=NC(=NC=C1)NC1=CC=C(C=C1)N (N-[4-(4-Pyridinyl)-2-pyrimidinyl]-1,4-benzenediamine, hydrochloride). Reaction SMILES: [N:1]1[CH:6]=[CH:5][C:4]([C:7]2[CH:12]=[CH:11][N:10]=[C:9]([NH:13][C:14]3[CH:19]=[CH:18][C:17]([NH:20]C(=O)C)=[CH:16][CH:15]=3)[N:8]=2)=[CH:3][CH:2]=1.[ClH:24]>O>[ClH:24].[N:1]1[CH:2]=[CH:3][C:4]([C:7]2[CH:12]=[CH:11][N:10]=[C:9]([NH:13][C:14]3[CH:19]=[CH:18][C:17]([NH2:20])=[CH:16][CH:15]=3)[N:8]=2)=[CH:5][CH:6]=1 |f:3.4|. Procedure details: A 2.85 g amount of N-[4-[[4-(4-pyridinyl)-2-pyrimidinyl]amino]phenyl]acetamide was added to a mixture of 10 ml of concentrated hydrochloric acid and 10 ml of water. The reaction mixture was heated at reflux for 90 minutes, then evaporated in vacuo to obtain a solid. The solid was recrystallized from 3A ethanol/water and gave 2.31 g of the desired product as a yellow crystalline solid, mp 292°-295° C.